Task: describe an organic reaction: reactants, conditions, products, and yield. Dataset: the Open Reaction Database (ORD), a public repository of structured organic reaction records Reactants: C([O-])(O)=O.[Na+] (sodium bicarbonate), C(C)OC(CP(=O)(OCC)OCC)OCC (diethylphosphonoacetaldehyde diethylacetal), [Si](C1=CC=CC=C1)(C1=CC=CC=C1)(C(C)(C)C)OCC(CS)O (t-butyldiphenylsilyloxy-3-mercapto-2-propanol), CC=1C=CC(=CC1)S(=O)(=O)O (pTSA). The solvent is C1(=CC=CC=C1)C (toluene). The product is [Si](C1=CC=CC=C1)(C1=CC=CC=C1)(C(C)(C)C)OC[C@H]1CS[C@@H](O1)CP(=O)(OCC)OCC (trans 5-(t-butyldiphenylsilyloxymethyl)-2-(diethyloxyphosphinoylmethyl)-1,3-oxathiolane). Isolated yield 84.2%. Reaction SMILES: C(O[CH:4](OCC)[CH2:5][P:6]([O:11][CH2:12][CH3:13])([O:8][CH2:9][CH3:10])=[O:7])C.[Si:17]([O:34][CH2:35][CH:36]([OH:39])[CH2:37][SH:38])([C:30]([CH3:33])([CH3:32])[CH3:31])([C:24]1[CH:29]=[CH:28][CH:27]=[CH:26][CH:25]=1)[C:18]1[CH:23]=[CH:22][CH:21]=[CH:20][CH:19]=1.CC1C=CC(S(O)(=O)=O)=CC=1.C(=O)(O)[O-].[Na+]>C1(C)C=CC=CC=1>[Si:17]([O:34][CH2:35][C@@H:36]1[O:39][C@@H:4]([CH2:5][P:6]([O:11][CH2:12][CH3:13])([O:8][CH2:9][CH3:10])=[O:7])[S:38][CH2:37]1)([C:30]([CH3:33])([CH3:31])[CH3:32])([C:24]1[CH:29]=[CH:28][CH:27]=[CH:26][CH:25]=1)[C:18]1[CH:19]=[CH:20][CH:21]=[CH:22][CH:23]=1 |f:3.4|. Procedure: To a solution of diethylphosphonoacetaldehyde diethylacetal (12.23 g, 48.1 mmol, 1.2 eq.) and t-butyldiphenylsilyloxy-3-mercapto-2-propanol (13.63 g, 38.1 mmol, 1.2 eq.) in toluene (500 mL) was added pTSA (0.73 g, 3.8 mmol, 0.1 eq.). The mixture was stirred at reflux for 72 hr and was cooled to room temperature. A saturated solution of sodium bicarbonate was added and the aqueous phase was extracted with dichloromethane. The organic phase was dried with anhydrous magnesium sulphate and evaporate...